Dataset: the Open Reaction Database (ORD), a public repository of structured organic reaction records. Task: describe an organic reaction: reactants, conditions, products, and yield Starting materials: [Si](C)(C)(C(C)(C)C)O[C@H](C1CCN(CC1)C1=CC=C(C(=O)O)C=C1)C1=C(C=CC(=C1)Cl)C1=CC=CC=C1 ((R)-4-(4-((tert-butyldimethylsilyloxy)(4-chlorobiphenyl-2-yl)methyl)piperidin-1-yl)benzoic acid), [Si](C)(C)(C(C)(C)C)O[C@H](C1CCN(CC1)C1=CC=C(C(=O)O)C=C1)C1=C(C=CC(=C1)Cl)C1=CC=CC=C1 ((R)-4-(4-((tert-butyldimethylsilyloxy)(4-chlorobiphenyl-2-yl)methyl)piperidin-1-yl)benzoic acid), C(C)N(CC)C[C@H]1COCCN1CC[C@H](CSC1=CC=CC=C1)NC1=C(C=C(C=C1)S(=O)(=O)N)S(=O)(=O)C(F)(F)F (4-((R)-4-((S)-3-((diethylamino)methyl)morpholino)-1-(phenylthio)butan-2-ylamino)-3-(trifluoromethylsulfonyl)benzenesulfonamide), C(C)N(CC)C[C@H]1COCCN1CC[C@H](CSC1=CC=CC=C1)NC1=C(C=C(C=C1)S(=O)(=O)N)S(=O)(=O)C(F)(F)F (4-((R)-4-((S)-3-((diethylamino)methyl)morpholino)-1-(phenylthio)butan-2-ylamino)-3-(trifluoromethylsulfonyl)benzenesulfonamide), C(CCl)Cl (EDC), TEA. Reagents/catalysts: CN(C)C=1C=CN=CC1 (DMAP). The solvent is C(Cl)Cl (DCM), C(Cl)Cl (DCM). The product is [Si](C)(C)(C(C)(C)C)O[C@H](C1CCN(CC1)C1=CC=C(C(=O)NS(=O)(=O)C2=CC(=C(C=C2)N[C@@H](CSC2=CC=CC=C2)CCN2[C@H](COCC2)CN(CC)CC)S(=O)(=O)C(F)(F)F)C=C1)C1=C(C=CC=C1)C1=CC=C(C=C1)Cl (4-(4-((R)-(tert-butyldimethylsilyloxy)(4′-chlorobiphenyl-2-yl)methyl)piperidin-1-yl)-N-(4-((R)-4-((S)-3-((diethylamino)methyl)morpholino)-1-(phenylthio)butan-2-ylamino)-3-(trifluoromethylsulfonyl)phenylsulfonyl)benzamide). The yield is 43.2%. Reaction SMILES: [Si:1]([O:8][C@@H:9]([C:25]1[CH:30]=[C:29](Cl)[CH:28]=[CH:27][C:26]=1[C:32]1[CH:37]=[CH:36][CH:35]=[CH:34][CH:33]=1)[CH:10]1[CH2:15][CH2:14][N:13]([C:16]2[CH:24]=[CH:23][C:19]([C:20]([OH:22])=O)=[CH:18][CH:17]=2)[CH2:12][CH2:11]1)([C:4]([CH3:7])([CH3:6])[CH3:5])([CH3:3])[CH3:2].[CH2:38]([N:40]([CH2:43][C@@H:44]1[N:49]([CH2:50][CH2:51][C@@H:52]([NH:61][C:62]2[CH:67]=[CH:66][C:65]([S:68]([NH2:71])(=[O:70])=[O:69])=[CH:64][C:63]=2[S:72]([C:75]([F:78])([F:77])[F:76])(=[O:74])=[O:73])[CH2:53][S:54][C:55]2[CH:60]=[CH:59][CH:58]=[CH:57][CH:56]=2)[CH2:48][CH2:47][O:46][CH2:45]1)[CH2:41][CH3:42])[CH3:39].C(Cl)C[Cl:81]>CN(C1C=CN=CC=1)C.C(Cl)Cl>[Si:1]([O:8][C@@H:9]([C:25]1[CH:30]=[CH:29][CH:28]=[CH:27][C:26]=1[C:32]1[CH:33]=[CH:34][C:35]([Cl:81])=[CH:36][CH:37]=1)[CH:10]1[CH2:11][CH2:12][N:13]([C:16]2[CH:17]=[CH:18][C:19]([C:20]([NH:71][S:68]([C:65]3[CH:66]=[CH:67][C:62]([NH:61][C@H:52]([CH2:51][CH2:50][N:49]4[CH2:48][CH2:47][O:46][CH2:45][C@@H:44]4[CH2:43][N:40]([CH2:41][CH3:42])[CH2:38][CH3:39])[CH2:53][S:54][C:55]4[CH:56]=[CH:57][CH:58]=[CH:59][CH:60]=4)=[C:63]([S:72]([C:75]([F:76])([F:78])[F:77])(=[O:74])=[O:73])[CH:64]=3)(=[O:69])=[O:70])=[O:22])=[CH:23][CH:24]=2)[CH2:14][CH2:15]1)([C:4]([CH3:5])([CH3:7])[CH3:6])([CH3:3])[CH3:2]. Reported procedure: A solution of (R)-4-(4-((tert-butyldimethylsilyloxy)(4′-chlorobiphenyl-2-yl)methyl)piperidin-1-yl)benzoic acid, (INTERMEDIATE 13, 109 mg, 0.20 mmol), 4-((R)-4-((S)-3-((diethylamino)methyl)morpholino)-1-(phenylthio)butan-2-ylamino)-3-(trifluoromethylsulfonyl)benzenesulfonamide (INTERMEDIATE 88, 130 mg, 0.20 mmol), EDC (78 mg, 0.41 mmol), DMAP (49.7 mg, 0.41 mmol), TEA (0.028 ml, 0.20 mmol) and DCM (5 ml) was stirred overnight at room temperature. The reaction mixture was diluted with DCM (50 ml) ...